Dataset: the Open Reaction Database (ORD), a public repository of structured organic reaction records. Task: describe an organic reaction: reactants, conditions, products, and yield The reactants are COC(COC)OC (methoxyacetaldehyde dimetylacetal), Cl (HCl), C(C)(=O)O[BH-](OC(C)=O)OC(C)=O.[Na+] (sodium triacetoxyborohydride), C(C)(=O)O (acetic acid), FC(C1=CC=C(C=C1)C1=CC(=CC=C1)N)(F)F (4′-(trifluoromethyl)-1,1′-biphenyl-3-ylamine), resultant mixture. Run at time 1 hour. The product is COCCNC=1C=C(C=CC1)C1=CC=C(C=C1)C(F)(F)F (N-(2-Methoxyethyl)-N-[4′-(trifluoromethyl)-1,1′-biphenyl-3-yl]amine). Yield: 26.9%. As a reaction SMILES: [CH3:1][O:2][CH:3](OC)[CH2:4]OC.Cl.[F:10][C:11]([F:26])([F:25])[C:12]1[CH:17]=[CH:16][C:15]([C:18]2[CH:23]=[CH:22][CH:21]=[C:20]([NH2:24])[CH:19]=2)=[CH:14][CH:13]=1.C(O[BH-](OC(=O)C)OC(=O)C)(=O)C.[Na+].C(O)(=O)C>>[CH3:1][O:2][CH2:3][CH2:4][NH:24][C:20]1[CH:19]=[C:18]([C:15]2[CH:16]=[CH:17][C:12]([C:11]([F:10])([F:25])[F:26])=[CH:13][CH:14]=2)[CH:23]=[CH:22][CH:21]=1 |f:3.4|. Procedure: A solution of methoxyacetaldehyde dimetylacetal (0.162 mL, 1.26 mmol) in 0.5 M HCl aq. (2.52 mL, 1.26 mmol) was heated to 50° C. and stirred under nitrogen for 1 h. The reaction mixture was allowed to cool to room temperature and extracted with CH2Cl2 (10 mL). The organic extract was separated by hydrophobic frit and dried by standing over molecular sieves for 2 h. To this solution was added 4′-(trifluoromethyl)-1,1′-biphenyl-3-ylamine (0.3 g, 1.26 mmol), then after 20 minutes sodium triacetoxyb... Reactants: ClCCl, OCC1CC(c2ncc3c(Cl)nccn23)C1, O=C1CCC(=O)N1I, CN(C)C=O. Product: OCC1CC(c2nc(I)c3c(Cl)nccn23)C1. RXN SMILES: [Cl:30][CH2:31][Cl:32].[Cl:9][c:10]1[c:11]2[n:12]([cH:13][cH:14][n:15]1)[c:16]([CH:19]1[CH2:20][CH:21]([CH2:23][OH:24])[CH2:22]1)[n:17][cH:18]2.[O:1]=[C:2]1[N:3]([I:8])[C:4](=[O:5])[CH2:6][CH2:7]1.[O:25]=[CH:26][N:27]([CH3:28])[CH3:29]>>[I:8][c:18]1[c:11]2[c:10]([Cl:9])[n:15][cH:14][cH:13][n:12]2[c:16]([CH:19]2[CH2:20][CH:21]([CH2:23][OH:24])[CH2:22]2)[n:17]1. Starting materials: BrC(Br)(Br)Br, ClC(Cl)Cl, c1ccc(P(c2ccccc2)c2ccccc2)cc1, OCCCc1ccncc1. Yields the product BrCCCc1ccncc1. Reaction SMILES: [C:11]([Br:12])([Br:13])([Br:14])[Br:15].[CH:35]([Cl:36])([Cl:37])[Cl:38].[c:16]1([P:17]([c:18]2[cH:19][cH:20][cH:21][cH:22][cH:23]2)[c:24]2[cH:25][cH:26][cH:27][cH:28][cH:29]2)[cH:30][cH:31][cH:32][cH:33][cH:34]1.[n:1]1[cH:2][cH:3][c:4]([CH2:7][CH2:8][CH2:9][OH:10])[cH:5][cH:6]1>>[n:1]1[cH:2][cH:3][c:4]([CH2:7][CH2:8][CH2:9][Br:12])[cH:5][cH:6]1. Reactants: O=C(O)C1CN(S(=O)(=O)c2ccccc2)C(=O)N1C1CCCCC1, c1ccc(N2CCNCC2)nc1. The product is O=C(C1CN(S(=O)(=O)c2ccccc2)C(=O)N1C1CCCCC1)N1CCN(c2ccccn2)CC1. As a reaction SMILES: [c:1]1([S:7](=[O:8])(=[O:9])[N:10]2[C:11](=[O:24])[N:12]([CH:18]3[CH2:19][CH2:20][CH2:21][CH2:22][CH2:23]3)[CH:13]([C:15](=[O:16])[OH:17])[CH2:14]2)[cH:2][cH:3][cH:4][cH:5][cH:6]1.[n:25]1[c:26]([N:31]2[CH2:32][CH2:33][NH:34][CH2:35][CH2:36]2)[cH:27][cH:28][cH:29][cH:30]1>>[c:1]1([S:7](=[O:8])(=[O:9])[N:10]2[C:11](=[O:24])[N:12]([CH:18]3[CH2:19][CH2:20][CH2:21][CH2:22][CH2:23]3)[CH:13]([C:15](=[O:16])[N:34]3[CH2:33][CH2:32][N:31]([c:26]4[n:25][cH:30][cH:29][cH:28][cH:27]4)[CH2:36][CH2:35]3)[CH2:14]2)[cH:2][cH:3][cH:4][cH:5][cH:6]1. Reactants: O=C(Cl)c1ccccc1, O=[N+]([O-])c1cccnc1NCCCO, c1ccncc1, c1ccccc1. Yields the product O=C(OCCCNc1ncccc1[N+](=O)[O-])c1ccccc1. Reaction SMILES: [C:1]([c:2]1[cH:3][cH:4][cH:5][cH:6][cH:7]1)(=[O:8])[Cl:9].[N+:10](=[O:11])([O-:12])[c:13]1[c:14]([NH:19][CH2:20][CH2:21][CH2:22][OH:23])[n:15][cH:16][cH:17][cH:18]1.[cH:24]1[cH:25][cH:26][n:27][cH:28][cH:29]1.[cH:30]1[cH:31][cH:32][cH:33][cH:34][cH:35]1>>[C:1]([c:2]1[cH:3][cH:4][cH:5][cH:6][cH:7]1)(=[O:8])[O:23][CH2:22][CH2:21][CH2:20][NH:19][c:14]1[c:13]([N+:10](=[O:11])[O-:12])[cH:18][cH:17][cH:16][n:15]1. The reactants are [N-]=[N+]=[N-].[Na+] (sodium azide), CS(=O)(=O)OCCN1C(=NC(=C1)[N+](=O)[O-])C (2-(2-methyl-4-nitro-1-imidazolyl)ethyl methanesulfonate), resultant mixture. The solvent is CN(C=O)C (N,N-dimethylformamide). The product is N(=[N+]=[N-])CCN1C(=NC(=C1)[N+](=O)[O-])C (1-(2-azidoethyl)-2-methyl-4-nitroimidazole). Reaction SMILES: [N-:1]=[N+:2]=[N-:3].[Na+].CS(O[CH2:10][CH2:11][N:12]1[CH:16]=[C:15]([N+:17]([O-:19])=[O:18])[N:14]=[C:13]1[CH3:20])(=O)=O>CN(C)C=O>[N:1]([CH2:10][CH2:11][N:12]1[CH:16]=[C:15]([N+:17]([O-:19])=[O:18])[N:14]=[C:13]1[CH3:20])=[N+:2]=[N-:3] |f:0.1|. Procedure: To 2 parts of sodium azide is added a solution of 5 parts of 2-(2-methyl-4-nitro-1-imidazolyl)ethyl methanesulfonate (U.S. Pat. No. 3,882,136) in 60 parts of N,N-dimethylformamide. The resultant mixture is stirred at approximately 55° for 4 hours, then cooled and thereupon partitioned between water and toluene. The toluene phase is separated, washed with water, dried over anhydrous magnesium sulfate, and stripped of solvent by vacuum distillation. Crystallization of the residual oil from a mixtu... Starting materials: [H-].[Na+] (Sodium hydride), BrC=1C(=C(C=C(C1OC)C(C)Cl)Cl)C (3-bromo-1-chloro-5-(1-chloroethyl)-4-methoxy-2-methylbenzene), CC1=NNC2=NC=NC(=C21)N (3-methyl-1H-pyrazolo[3,4-d]pyrimidin-4-amine). The solvent is CN(C=O)C (N,N-dimethylformamide), C(Cl)Cl (methylene chloride). Run at temperature 30 celsius, time 8 hour. The product is BrC=1C(=C(C=C(C1C)Cl)C(C)N1N=C(C=2C1=NC=NC2N)C)OC (1-[1-(3-Bromo-5-chloro-2-methoxy-4-methylphenyl)ethyl]-3-methyl-1H-pyrazolo[3,4-d]pyrimidin-4-amine). Reaction SMILES: [H-].[Na+].[Br:3][C:4]1[C:5]([CH3:16])=[C:6]([Cl:15])[CH:7]=[C:8]([CH:12](Cl)[CH3:13])[C:9]=1[O:10][CH3:11].[CH3:17][C:18]1[C:26]2[C:21](=[N:22][CH:23]=[N:24][C:25]=2[NH2:27])[NH:20][N:19]=1>CN(C)C=O.C(Cl)Cl>[Br:3][C:4]1[C:9]([O:10][CH3:11])=[C:8]([CH:12]([N:20]2[C:21]3=[N:22][CH:23]=[N:24][C:25]([NH2:27])=[C:26]3[C:18]([CH3:17])=[N:19]2)[CH3:13])[CH:7]=[C:6]([Cl:15])[C:5]=1[CH3:16] |f:0.1|. Procedure: Sodium hydride (36 mg, 0.91 mmol) was added to a mixture of 3-bromo-1-chloro-5-(1-chloroethyl)-4-methoxy-2-methylbenzene (150 mg, 0.503 mmol), 3-methyl-1H-pyrazolo[3,4-d]pyrimidin-4-amine (110 mg, 0.76 mmol) in N,N-dimethylformamide (8 mL) and the reaction was stirred at 30° C. overnight. The mixture was diluted with methylene chloride, washed with sat. NaHCO3, water, brine, dried over Na2SO4, filtered and concentrated. The crude product was purified by silica gel chromatography, eluting with 0 ... Reactants: N1C=NC=C1 (imidazole), C(C(=C)C)#N (methacrylonitrile). Product: N1(C=NC=C1)CC(CN)C (3-(1H-Imidazol-1-yl)-2-methylpropanamine). Reaction SMILES: [NH:1]1[CH:5]=[CH:4][N:3]=[CH:2]1.[C:6](#[N:10])[C:7]([CH3:9])=[CH2:8]>>[N:1]1([CH2:8][CH:7]([CH3:9])[CH2:6][NH2:10])[CH:5]=[CH:4][N:3]=[CH:2]1. Procedure: A mixture of 15.0 g. of imidazole and 25 ml. of methacrylonitrile was heated at reflux temperature for 18 hours and then concentrated to remove the volatile material. The residue was mixed with 150 ml. of ethanol, 75 ml. of ammonium hydroxide and 6 g. of Raney Nickel catalyst and reduced in a Parr hydrogenator under hydrogen pressure until reduction was complete. The catalyst was removed by filtration and the mother liquor was concentrated to remove the solvents. The residual oil was used in rea... Yields the product OCCNCCCC1CCCCC1. RXN SMILES: [C:15]([O:16][BH-:17]([O:18][C:19](=[O:20])[CH3:21])[O:22][C:23](=[O:24])[CH3:25])(=[O:26])[CH3:27].[CH:5]1([CH2:11][CH2:12][CH:13]=[O:14])[CH2:6][CH2:7][CH2:8][CH2:9][CH2:10]1.[Cl:29][CH2:30][Cl:31].[NH2:1][CH2:2][CH2:3][OH:4].[Na+:28]>>[NH:1]([CH2:2][CH2:3][OH:4])[CH2:13][CH2:12][CH2:11][CH:5]1[CH2:6][CH2:7][CH2:8][CH2:9][CH2:10]1. Reactants: CC(=O)O[BH-](OC(C)=O)OC(C)=O, O=CCCC1CCCCC1, ClCCl, NCCO, [Na+].